From a dataset of the Open Reaction Database (ORD), a public repository of structured organic reaction records. describe an organic reaction: reactants, conditions, products, and yield Reactants: NC=1C(=C(C(=O)OC)C(=CC1)Cl)C (methyl 3-amino-6-chloro-2-methylbenzoate), ClC(=O)OC(Cl)(Cl)Cl (trichloromethyl chloroformate). Solvent: C1(=CC=CC=C1)C (toluene). Conditions: time 18 hour. Product: ClC1=CC=C(C(=C1C(=O)OC)C)N=C=O (methyl 6-chloro-3-isocyanato-2-methylbenzoate). Yield: 100.0%. RXN SMILES: [NH2:1][C:2]1[C:3]([CH3:13])=[C:4]([C:9]([Cl:12])=[CH:10][CH:11]=1)[C:5]([O:7][CH3:8])=[O:6].Cl[C:15](OC(Cl)(Cl)Cl)=[O:16]>C1(C)C=CC=CC=1>[Cl:12][C:9]1[C:4]([C:5]([O:7][CH3:8])=[O:6])=[C:3]([CH3:13])[C:2]([N:1]=[C:15]=[O:16])=[CH:11][CH:10]=1. Procedure: A solution of 14.7 grams (0.074 mole) of methyl 3-amino-6-chloro-2-methylbenzoate in 1000 mL of toluene was stirred and 14.6 grams (0.074 mole) of trichloromethyl chloroformate was added dropwise thereto. Upon completion of the addition, the reaction mixture was warmed to reflux where it stirred for about 18 hours. After this time the reaction mixture was concentrated under reduced pressure to a residue, which was assumed to be a theoretical yield (16.7 grams) of the subject compound. The subjec... Starting materials: C(C1=CC=CC=C1)OC1=CC=C(OCCCCCCC(=O)C=2OC(=NN2)COCC2=CC=CC=C2)C=C1 (7-(4-Benzyloxy-phenoxy)-1-(5-benzyloxymethyl-1,3,4-oxadiazol-2-yl)-heptan-1-one). The reagents and catalysts are [Pd] (Pd/C). The solvent is CCOC(=O)C (AcOEt). Conditions: time 8 hour. The product is C(C1=CC=CC=C1)OCC1=NN=C(O1)C(CCCCCCOC1=CC=C(C=C1)O)=O (1-(5-benzyloxymethyl-1,3,4-oxadiazol-2-yl)-7-(4-hydroxy-phenoxy)-heptan-1-one). The yield is 75.0%. RXN SMILES: C([O:8][C:9]1[CH:37]=[CH:36][C:12]([O:13][CH2:14][CH2:15][CH2:16][CH2:17][CH2:18][CH2:19][C:20]([C:22]2[O:23][C:24]([CH2:27][O:28][CH2:29][C:30]3[CH:35]=[CH:34][CH:33]=[CH:32][CH:31]=3)=[N:25][N:26]=2)=[O:21])=[CH:11][CH:10]=1)C1C=CC=CC=1>CCOC(C)=O.[Pd]>[CH2:29]([O:28][CH2:27][C:24]1[O:23][C:22]([C:20](=[O:21])[CH2:19][CH2:18][CH2:17][CH2:16][CH2:15][CH2:14][O:13][C:12]2[CH:36]=[CH:37][C:9]([OH:8])=[CH:10][CH:11]=2)=[N:26][N:25]=1)[C:30]1[CH:35]=[CH:34][CH:33]=[CH:32][CH:31]=1. Procedure: A mixture of 73.2 (50 mg, 0.1 mmol) and Pd/C (10 mg) in AcOEt (5 mL) was stirred vigorously under hydrogen overnight at room temperature. The catalyst was removed by filtration through celite and the filtrate was evaporated under reduced pressure. The crude material was purified through a column of silica gel, eluting with 45% ethyl acetate-petroleum ether to give 74.2 as a white solid in 75% yield (31 mg).